From a dataset of the Open Reaction Database (ORD), a public repository of structured organic reaction records. describe an organic reaction: reactants, conditions, products, and yield Product: CN1C(=O)CCc2ccc(NC(=O)c3ccc(C(F)(F)F)cc3NC3CCNCC3)cc21. As a reaction SMILES: [C:44].[CH2:5]([c:6]1[cH:7][cH:8][cH:9][cH:10][cH:11]1)[N:12]1[CH2:13][CH2:14][CH:15]([NH:18][c:19]2[c:20]([C:21](=[O:22])[NH:23][c:24]3[cH:25][cH:26][c:27]4[c:32]([cH:33]3)[N:31]([CH3:34])[C:30](=[O:35])[CH2:29][CH2:28]4)[cH:36][cH:37][c:38]([C:40]([F:41])([F:42])[F:43])[cH:39]2)[CH2:16][CH2:17]1.[CH3:46][OH:47].[CH:1]([O-:2])=[O:3].[NH4+:4].[Pd:45]>>[NH:12]1[CH2:13][CH2:14][CH:15]([NH:18][c:19]2[c:20]([C:21](=[O:22])[NH:23][c:24]3[cH:25][cH:26][c:27]4[c:32]([cH:33]3)[N:31]([CH3:34])[C:30](=[O:35])[CH2:29][CH2:28]4)[cH:36][cH:37][c:38]([C:40]([F:41])([F:42])[F:43])[cH:39]2)[CH2:16][CH2:17]1. The reactants are C, CN1C(=O)CCc2ccc(NC(=O)c3ccc(C(F)(F)F)cc3NC3CCN(Cc4ccccc4)CC3)cc21, CO, O=C[O-], [NH4+], [Pd]. Starting materials: C1(CCCCC1)N (cyclohexylamine), C(C)(=O)OCC (ethyl acetate), ClC=1C=C(C=CC1)C1=CC=C(C=C1)C(CCC(=O)O)=O (4-(3'-chloro-4-biphenylyl)-4-oxo-butyric acid). Run in CO (methanol). The product is ClC=1C=C(C=CC1)C1=CC=C(C=C1)C(CCC(=O)O)O (4-(3'-Chloro-4-biphenylyl)-4-hydroxy-butyric acid). Isolated yield 65.0%. RXN SMILES: [Cl:1][C:2]1[CH:3]=[C:4]([C:8]2[CH:13]=[CH:12][C:11]([C:14](=[O:20])[CH2:15][CH2:16][C:17]([OH:19])=[O:18])=[CH:10][CH:9]=2)[CH:5]=[CH:6][CH:7]=1.C1(N)CCCCC1.C(OCC)(=O)C>CO>[Cl:1][C:2]1[CH:3]=[C:4]([C:8]2[CH:13]=[CH:12][C:11]([CH:14]([OH:20])[CH2:15][CH2:16][C:17]([OH:19])=[O:18])=[CH:10][CH:9]=2)[CH:5]=[CH:6][CH:7]=1. Reported procedure: Prepared analogous to Example 25 from 4-(3'-chloro-4-biphenylyl)-4-oxo-butyric acid. Melting point of the cyclohexylamine salt: 160°-161° C. (from ethyl acetate by addition of methanol). Yield: 65% of theory. Starting materials: [C-]#N, CCCC[N+](CCCC)(CCCC)CCCC, COCCCN1CCOc2ccc(COC3CN(S(=O)(=O)c4ccc(C)cc4)C(CC(OS(C)(=O)=O)C(C)C)CC3c3ccc(OC)cc3)cc21, CC#N. The product is COCCCN1CCOc2ccc(COC3CN(S(=O)(=O)c4ccc(C)cc4)C(CC(C#N)C(C)C)CC3c3ccc(OC)cc3)cc21. Reaction SMILES: [C-:55]#[N:56].[CH2:57]([N+:58]([CH2:59][CH2:60][CH2:61][CH3:62])([CH2:63][CH2:64][CH2:65][CH3:66])[CH2:67][CH2:68][CH2:69][CH3:70])[CH2:71][CH2:72][CH3:73].[CH3:1][O:2][c:3]1[cH:4][cH:5][c:6]([CH:9]2[CH2:10][CH:11]([CH2:42][CH:43]([CH:44]([CH3:45])[CH3:46])[O:47][S:48]([CH3:49])(=[O:50])=[O:51])[N:12]([S:32](=[O:33])(=[O:34])[c:35]3[cH:36][cH:37][c:38]([CH3:41])[cH:39][cH:40]3)[CH2:13][CH:14]2[O:15][CH2:16][c:17]2[cH:18][cH:19][c:20]3[c:21]([cH:31]2)[N:22]([CH2:26][CH2:27][CH2:28][O:29][CH3:30])[CH2:23][CH2:24][O:25]3)[cH:7][cH:8]1.[CH3:52][C:53]#[N:54]>>[CH3:1][O:2][c:3]1[cH:4][cH:5][c:6]([CH:9]2[CH2:10][CH:11]([CH2:42][CH:43]([CH:44]([CH3:45])[CH3:46])[C:53]#[N:54])[N:12]([S:32](=[O:33])(=[O:34])[c:35]3[cH:36][cH:37][c:38]([CH3:41])[cH:39][cH:40]3)[CH2:13][CH:14]2[O:15][CH2:16][c:17]2[cH:18][cH:19][c:20]3[c:21]([cH:31]2)[N:22]([CH2:26][CH2:27][CH2:28][O:29][CH3:30])[CH2:23][CH2:24][O:25]3)[cH:7][cH:8]1. Starting materials: BrCCBr, CC(C)=O, O=[N+]([O-])c1ccc(Cl)c(O)c1, [K+], [K+], O=C([O-])[O-]. Yields the product O=[N+]([O-])c1ccc(Cl)c(OCCBr)c1. As a reaction SMILES: [Br:12][CH2:13][CH2:14][Br:15].[CH3:22][C:23](=[O:24])[CH3:25].[Cl:1][c:2]1[c:3]([OH:11])[cH:4][c:5]([N+:8](=[O:9])[O-:10])[cH:6][cH:7]1.[K+:16].[K+:17].[O-:18][C:19]([O-:20])=[O:21]>>[Cl:1][c:2]1[c:3]([O:11][CH2:14][CH2:13][Br:12])[cH:4][c:5]([N+:8](=[O:9])[O-:10])[cH:6][cH:7]1.